The task is: describe an organic reaction: reactants, conditions, products, and yield. This data is from the Open Reaction Database (ORD), a public repository of structured organic reaction records. Reactants: CC(C)(C)[O-], CI, N#CCc1ccccc1I, [Na+], CN(C)C=O. Yields the product CC(C#N)c1ccccc1I. As a reaction SMILES: [CH3:11][C:12]([CH3:13])([O-:14])[CH3:15].[CH3:17][I:18].[I:1][c:2]1[c:3]([CH2:8][C:9]#[N:10])[cH:4][cH:5][cH:6][cH:7]1.[Na+:16].[O:19]=[CH:20][N:21]([CH3:22])[CH3:23]>>[I:1][c:2]1[c:3]([CH:8]([C:9]#[N:10])[CH3:11])[cH:4][cH:5][cH:6][cH:7]1.